This data is from the Open Reaction Database (ORD), a public repository of structured organic reaction records. The task is: describe an organic reaction: reactants, conditions, products, and yield The reactants are CC(C)(C)OC(=O)CBr, CC(C)=O, [I-], [K+], CCOC(=O)CCC1CNc2cccc([N+](=O)[O-])c21, [Na+], [Na+], O=C([O-])[O-]. Yields the product CCOC(=O)CCC1CN(CC(=O)OC(C)(C)C)c2cccc([N+](=O)[O-])c21. As a reaction SMILES: [Br:28][CH2:29][C:30](=[O:31])[O:32][C:33]([CH3:34])([CH3:35])[CH3:36].[CH3:37][C:38](=[O:39])[CH3:40].[I-:27].[K+:26].[N+:1](=[O:2])([O-:3])[c:4]1[c:5]2[c:9]([cH:10][cH:11][cH:12]1)[NH:8][CH2:7][CH:6]2[CH2:13][CH2:14][C:15](=[O:16])[O:17][CH2:18][CH3:19].[Na+:20].[Na+:21].[O-:22][C:23](=[O:24])[O-:25]>>[N+:1](=[O:2])([O-:3])[c:4]1[c:5]2[c:9]([cH:10][cH:11][cH:12]1)[N:8]([CH2:29][C:30](=[O:31])[O:32][C:33]([CH3:34])([CH3:35])[CH3:36])[CH2:7][CH:6]2[CH2:13][CH2:14][C:15](=[O:16])[O:17][CH2:18][CH3:19]. The reactants are BrC1=NN2C(S1)=NC=C2I (2-bromo-5-iodoimidazo[2,1-b][1,3,4]thiadiazole), C(C)(=O)NC=1C=C(C=CC1)B(O)O (3-acetamidobenzeneboronic acid), C(=O)([O-])[O-].[Na+].[Na+] (Na2CO3). Reagents/catalysts: Cl[Pd]([P](C1=CC=CC=C1)(C2=CC=CC=C2)C3=CC=CC=C3)([P](C4=CC=CC=C4)(C5=CC=CC=C5)C6=CC=CC=C6)Cl (dichlorobis(triphenylphosphine)palladium(II)). The solvent is O1CCOCC1 (dioxane). Reaction conditions: temperature 110 celsius. Yields the product IC1=CN=C2SC(=NN21)C=2C=C(C=CC2)NC(C)=O (N-[3-(5-Iodo-imidazo[2,1-b][1,3,4]thiadiazol-2-yl) -phenyl]-acetamide). As a reaction SMILES: Br[C:2]1[S:6][C:5]2=[N:7][CH:8]=[C:9]([I:10])[N:4]2[N:3]=1.[C:11]([NH:14][C:15]1[CH:16]=[C:17](B(O)O)[CH:18]=[CH:19][CH:20]=1)(=[O:13])[CH3:12].C([O-])([O-])=O.[Na+].[Na+]>O1CCOCC1.Cl[Pd](Cl)([P](C1C=CC=CC=1)(C1C=CC=CC=1)C1C=CC=CC=1)[P](C1C=CC=CC=1)(C1C=CC=CC=1)C1C=CC=CC=1>[I:10][C:9]1[N:4]2[C:5]([S:6][C:2]([C:19]3[CH:20]=[C:15]([NH:14][C:11](=[O:13])[CH3:12])[CH:16]=[CH:17][CH:18]=3)=[N:3]2)=[N:7][CH:8]=1 |f:2.3.4,^1:38,57|. Reported procedure: A mixture of 2-bromo-5-iodoimidazo[2,1-b][1,3,4]thiadiazole (0.127 g, 0.4 mmol, 1 eq), 3-acetamidobenzeneboronic acid (0.091 g, 1.3 equiv, 1.3 eq), dichlorobis(triphenylphosphine)palladium(II) (0.055 g, 02 eq) and 2M aq Na2CO3 (1.1 ml) in dioxane (5 mL) was heated at 110° C. for 3 h. The solvent was removed under reduced pressure, redissolved in ethylacetate and washed with water. The organic layer was dried over Na2SO4, filtered and concentrated. The residue (0.167 g) was used in the next step ... The reactants are C1CCNC1, COc1ccc(-c2nn3c(S(C)=O)nnc3c3ccccc23)cc1. The product is COc1ccc(-c2nn3c(N4CCCC4)nnc3c3ccccc23)cc1. Reaction SMILES: [CH2:25]1[CH2:26][CH2:27][NH:28][CH2:29]1.[CH3:1][O:2][c:3]1[cH:4][cH:5][c:6](-[c:9]2[n:10][n:11]3[c:12]([c:13]4[cH:14][cH:15][cH:16][cH:17][c:18]24)[n:19][n:20][c:21]3[S:22]([CH3:23])=[O:24])[cH:7][cH:8]1>>[CH3:1][O:2][c:3]1[cH:4][cH:5][c:6](-[c:9]2[n:10][n:11]3[c:12]([c:13]4[cH:14][cH:15][cH:16][cH:17][c:18]24)[n:19][n:20][c:21]3[N:28]2[CH2:27][CH2:26][CH2:25][CH2:29]2)[cH:7][cH:8]1. Starting materials: CC(NC(=O)C=Cc1ccc(F)c(F)c1)c1cccc(N2CCOC(CNC(=O)OC(C)(C)C)C2)c1, CO, Cl. Product: CC(NC(=O)C=Cc1ccc(F)c(F)c1)c1cccc(N2CCOC(CN)C2)c1. Reaction SMILES: [C:1]([O:2][C:3](=[O:4])[NH:7][CH2:8][CH:9]1[O:10][CH2:11][CH2:12][N:13]([c:15]2[cH:16][c:17]([CH:21]([CH3:22])[NH:23][C:24]([CH:25]=[CH:26][c:27]3[cH:28][c:29]([F:34])[c:30]([F:33])[cH:31][cH:32]3)=[O:35])[cH:18][cH:19][cH:20]2)[CH2:14]1)([CH3:5])([CH3:6])[CH3:36].[CH3:38][OH:39].[ClH:37]>>[NH2:7][CH2:8][CH:9]1[O:10][CH2:11][CH2:12][N:13]([c:15]2[cH:16][c:17]([CH:21]([CH3:22])[NH:23][C:24]([CH:25]=[CH:26][c:27]3[cH:28][c:29]([F:34])[c:30]([F:33])[cH:31][cH:32]3)=[O:35])[cH:18][cH:19][cH:20]2)[CH2:14]1. Reactants: ice water, C1(C=2C(C(N1)=O)=CC=CC2)=O (phthalimide), FC1=C(C(=C(C=C1)[N+](=O)[O-])CC(C)(OC)OC)F (1,2-difluoro-3-(2,2-dimethoxypropyl)-4-nitrobenzene), [H-].[Na+] (sodium hydride). The solvent is CN(C)C=O (DMF). Reaction conditions: temperature 100 celsius. The product is COC(CC1=C(C=CC(=C1F)N1C(C=2C(C1=O)=CC=CC2)=O)[N+](=O)[O-])(C)OC (2-(2,2-dimethoxypropyl)-3-fluoro-4-phthalimidonitrobenzene). Isolated yield 62.7%. Reaction SMILES: [C:1]1(=[O:11])[NH:5][C:4](=[O:6])[C:3]2=[CH:7][CH:8]=[CH:9][CH:10]=[C:2]12.[H-].[Na+].F[C:15]1[CH:20]=[CH:19][C:18]([N+:21]([O-:23])=[O:22])=[C:17]([CH2:24][C:25]([O:29][CH3:30])([O:27][CH3:28])[CH3:26])[C:16]=1[F:31]>CN(C=O)C>[CH3:30][O:29][C:25]([O:27][CH3:28])([CH3:26])[CH2:24][C:17]1[C:16]([F:31])=[C:15]([N:5]2[C:1](=[O:11])[C:2]3=[CH:10][CH:9]=[CH:8][CH:7]=[C:3]3[C:4]2=[O:6])[CH:20]=[CH:19][C:18]=1[N+:21]([O-:23])=[O:22] |f:1.2|. Reported procedure: To a solution of phthalimide (4.4 g; 30 mmol) in anhydrous DMF (40 ml) cooled to 0° C. was added sodium hydride (1.29 g, 32 mmol, 60% in oil). The mixture was stirred at this temperature for 30 minutes before the addition of 1,2-difluoro-3-(2,2-dimethoxypropyl)-4-nitrobenzene (6 g, 23 mmol), (prepared as described for the starting material in Example 11). The reaction mixture was heated at 100° C. for 3 hours under argon. Upon cooling to ambient temperature, the reaction mixture was poured over ... Starting materials: ClC1=NC(=NC(=C1)Cl)SCC1=C(C(=CC=C1)Cl)F (4,6-dichloro-2-[(3-chloro-2-fluorobenzyl)thio]pyrimidine), [H-].[Na+] (sodium hydride), CO (methanol). The product is ClC1=NC(=NC(=C1)OC)SCC1=C(C(=CC=C1)Cl)F (4-Chloro-2-[(3-chloro-2-fluorobenzyl)thio]-6-methoxypyrimidine). Reaction SMILES: [Cl:1][C:2]1[CH:7]=[C:6](Cl)[N:5]=[C:4]([S:9][CH2:10][C:11]2[CH:16]=[CH:15][CH:14]=[C:13]([Cl:17])[C:12]=2[F:18])[N:3]=1.[H-].[Na+].[CH3:21][OH:22]>>[Cl:1][C:2]1[CH:7]=[C:6]([O:22][CH3:21])[N:5]=[C:4]([S:9][CH2:10][C:11]2[CH:16]=[CH:15][CH:14]=[C:13]([Cl:17])[C:12]=2[F:18])[N:3]=1 |f:1.2|. Procedure details: The subtitle compound was prepared according to the procedure outlined in example 35 Step (i) using 4,6-dichloro-2-[(3-chloro-2-fluorobenzyl)thio]pyrimidine (prepared according to patent WO 2004/011443) (0.65 g), methanol (8 mL) and 60% sodium hydride (88 mg). Yield: 0.57 g. Reactants: Nc1ccc(Br)cc1F, O=C([O-])[O-], C1CCOC1, O=Cc1ccccc1B(O)O, [Na+], [Na+], c1ccc(P(c2ccccc2)(c2ccccc2)[Pd](P(c2ccccc2)(c2ccccc2)c2ccccc2)(P(c2ccccc2)(c2ccccc2)c2ccccc2)P(c2ccccc2)(c2ccccc2)c2ccccc2)cc1. Product: Nc1ccc(-c2ccccc2C=O)cc1F. RXN SMILES: [Br:12][c:13]1[cH:14][c:15]([F:20])[c:16]([NH2:17])[cH:18][cH:19]1.[C:21](=[O:22])([O-:23])[O-:24].[CH2:27]1[O:28][CH2:29][CH2:30][CH2:31]1.[CH:1](=[O:2])[c:3]1[c:4]([B:9]([OH:10])[OH:11])[cH:5][cH:6][cH:7][cH:8]1.[Na+:25].[Na+:26].[cH:32]1[cH:33][cH:34][c:35]([P:36]([Pd:37]([P:38]([c:39]2[cH:40][cH:41][cH:42][cH:43][cH:44]2)([c:45]2[cH:46][cH:47][cH:48][cH:49][cH:50]2)[c:51]2[cH:52][cH:53][cH:54][cH:55][cH:56]2)([P:57]([c:58]2[cH:59][cH:60][cH:61][cH:62][cH:63]2)([c:64]2[cH:65][cH:66][cH:67][cH:68][cH:69]2)[c:70]2[cH:71][cH:72][cH:73][cH:74][cH:75]2)[P:76]([c:77]2[cH:78][cH:79][cH:80][cH:81][cH:82]2)([c:83]2[cH:84][cH:85][cH:86][cH:87][cH:88]2)[c:89]2[cH:90][cH:91][cH:92][cH:93][cH:94]2)([c:95]2[cH:96][cH:97][cH:98][cH:99][cH:100]2)[c:101]2[cH:102][cH:103][cH:104][cH:105][cH:106]2)[cH:107][cH:108]1>>[CH:1](=[O:2])[c:3]1[c:4](-[c:13]2[cH:14][c:15]([F:20])[c:16]([NH2:17])[cH:18][cH:19]2)[cH:5][cH:6][cH:7][cH:8]1.